describe an organic reaction: reactants, conditions, products, and yield From a dataset of the Open Reaction Database (ORD), a public repository of structured organic reaction records. As a reaction SMILES: [Br-:28].[C:29](#[CH:30])[Mg+:31].[CH2:1]([c:2]1[cH:3][cH:4][cH:5][cH:6][cH:7]1)[O:8][c:9]1[c:10]([C:24]([CH3:25])([CH3:26])[CH3:27])[cH:11][c:12]([CH:22]=[O:23])[cH:13][c:14]1-[c:15]1[cH:16][cH:17][c:18]([CH3:21])[cH:19][cH:20]1.[CH2:34]1[O:35][CH2:36][CH2:37][CH2:38]1.[Cl-:32].[NH4+:33]>>[CH2:1]([c:2]1[cH:3][cH:4][cH:5][cH:6][cH:7]1)[O:8][c:9]1[c:10]([C:24]([CH3:25])([CH3:26])[CH3:27])[cH:11][c:12]([CH:22]([OH:23])[C:29]#[CH:30])[cH:13][c:14]1-[c:15]1[cH:16][cH:17][c:18]([CH3:21])[cH:19][cH:20]1. Starting materials: [Br-], C#C[Mg+], Cc1ccc(-c2cc(C=O)cc(C(C)(C)C)c2OCc2ccccc2)cc1, C1CCOC1, [Cl-], [NH4+]. Yields the product C#CC(O)c1cc(-c2ccc(C)cc2)c(OCc2ccccc2)c(C(C)(C)C)c1. Reactants: CON=C(C(=O)O)C=1N=NSC1 (2-Methoxyimino-2-(1,2,3-thiadiazol-4-yl)acetic acid), NC1[C@@H]2N(C(=C(CS2)CSC2=NN=NN2CCN(C)C)C(=O)O)C1=O (7-amino-3-[1-(2-dimethylaminoethyl)-1H-tetrazol-5-yl]thiomethyl-3-cephem-4-carboxylic acid). Product: CON=C(C(=O)NC1[C@@H]2N(C(=C(CS2)CSC2=NN=NN2CCN(C)C)C(=O)O)C1=O)C=1N=NSC1 (7-[2-methoxyimino-2-(1,2,3-thiadiazol-4-yl)acetamido]-3-[1-(2-dimethylaminoethyl)-1H-tetrazol-5-yl]thiomethyl-3-cephem-4-carboxylic acid). Isolated yield 26.6%. RXN SMILES: [CH3:1][O:2][N:3]=[C:4]([C:8]1[N:9]=[N:10][S:11][CH:12]=1)[C:5]([OH:7])=O.[NH2:13][CH:14]1[C:36](=[O:37])[N:16]2[C:17]([C:33]([OH:35])=[O:34])=[C:18]([CH2:21][S:22][C:23]3[N:27]([CH2:28][CH2:29][N:30]([CH3:32])[CH3:31])[N:26]=[N:25][N:24]=3)[CH2:19][S:20][C@H:15]12>>[CH3:1][O:2][N:3]=[C:4]([C:8]1[N:9]=[N:10][S:11][CH:12]=1)[C:5]([NH:13][CH:14]1[C:36](=[O:37])[N:16]2[C:17]([C:33]([OH:35])=[O:34])=[C:18]([CH2:21][S:22][C:23]3[N:27]([CH2:28][CH2:29][N:30]([CH3:32])[CH3:31])[N:26]=[N:25][N:24]=3)[CH2:19][S:20][C@H:15]12)=[O:7]. Reported procedure: 2-Methoxyimino-2-(1,2,3-thiadiazol-4-yl)acetic acid (syn isomer) (350 mg.) and 7-amino-3-[1-(2-dimethylaminoethyl)-1H-tetrazol-5-yl]thiomethyl-3-cephem-4-carboxylic acid (600 mg.) were reacted according to similar manners to those of Examples 12 and 15 to give 7-[2-methoxyimino-2-(1,2,3-thiadiazol-4-yl)acetamido]-3-[1-(2-dimethylaminoethyl)-1H-tetrazol-5-yl]thiomethyl-3-cephem-4-carboxylic acid (syn isomer) (230 mg.). Starting materials: CCOCC, CCOC(=O)C1=CCN(C)CC1, CCOCC, Clc1ccc(Br)cc1Cl, Clc1ccc(Br)cc1Cl, I, [Mg], O. Product: CCOC(=O)C1CCN(C)CC1c1ccc(Cl)c(Cl)c1. Reaction SMILES: [CH2:12]([O:13][CH2:14][CH3:15])[CH3:16].[CH3:26][N:27]1[CH2:28][CH2:29][C:30]([C:33](=[O:34])[O:35][CH2:36][CH3:37])=[CH:31][CH2:32]1.[CH3:38][CH2:39][O:40][CH2:41][CH3:42].[Cl:17][c:18]1[cH:19][c:20]([Br:21])[cH:22][cH:23][c:24]1[Cl:25].[Cl:3][c:4]1[cH:5][c:6]([Br:11])[cH:7][cH:8][c:9]1[Cl:10].[I:2].[Mg:1].[OH2:43]>>[Cl:3][c:4]1[cH:5][c:6]([CH:31]2[CH:30]([C:33](=[O:34])[O:35][CH2:36][CH3:37])[CH2:29][CH2:28][N:27]([CH3:26])[CH2:32]2)[cH:7][cH:8][c:9]1[Cl:10]. Product: ON=C(C(C)(C)NCCC(CCNC(=O)C1=CC=C(CN(C(C(=O)O)C(C)C)S(=O)(=O)C2=CC=C(C=C2)OC)C=C1)CCNC(C(C)=NO)(C)C)C (2-[(4-{5-(2-hydroxyimino-1,1-dimethyl-propylamino)-3-[2-(2-hydroxyimino-1,1-dimethyl-propylamino)-ethyl]-pentylcarbamoyl}-benzyl)-(4-methoxy-benzenesulfonyl)-amino]-3-methyl-butyric acid). Solvent: ClCCl (Dichloromethane). As a reaction SMILES: C([O:5][C:6](=[O:56])[CH:7]([N:11]([CH2:23][C:24]1[CH:29]=[CH:28][C:27]([C:30](=[O:55])[NH:31][CH2:32][CH2:33][CH:34]([CH2:45][CH2:46][NH:47][C:48]([CH3:54])([CH3:53])[C:49](=[N:51][OH:52])[CH3:50])[CH2:35][CH2:36][NH:37][C:38]([CH3:44])([CH3:43])[C:39](=[N:41][OH:42])[CH3:40])=[CH:26][CH:25]=1)[S:12]([C:15]1[CH:20]=[CH:19][C:18]([O:21][CH3:22])=[CH:17][CH:16]=1)(=[O:14])=[O:13])[CH:8]([CH3:10])[CH3:9])(C)(C)C.Cl>ClCCl>[OH:52][N:51]=[C:49]([CH3:50])[C:48]([NH:47][CH2:46][CH2:45][CH:34]([CH2:35][CH2:36][NH:37][C:38]([CH3:43])([CH3:44])[C:39](=[N:41][OH:42])[CH3:40])[CH2:33][CH2:32][NH:31][C:30]([C:27]1[CH:26]=[CH:25][C:24]([CH2:23][N:11]([S:12]([C:15]2[CH:16]=[CH:17][C:18]([O:21][CH3:22])=[CH:19][CH:20]=2)(=[O:13])=[O:14])[CH:7]([CH:8]([CH3:10])[CH3:9])[C:6]([OH:56])=[O:5])=[CH:29][CH:28]=1)=[O:55])([CH3:54])[CH3:53]. Starting materials: tert-butyl ester, C(C)(C)(C)OC(C(C(C)C)N(S(=O)(=O)C1=CC=C(C=C1)OC)CC1=CC=C(C=C1)C(NCCC(CCNC(C(C)=NO)(C)C)CCNC(C(C)=NO)(C)C)=O)=O (2-[(4-{5-(2-hydroxyimino-1,1-dimethyl-propylamino)-3-[2-(2-hydroxyimino-1,1-dimethyl propylamino)-ethyl]-pentylcarbamoyl}-benzyl)-(4-methoxy-benzenesulfonyl)-amino]-3-methyl-butyric acid tert-butyl ester), Cl (hydrochloric acid). Procedure: Dichloromethane (4 ml) was added to the tert-butyl ester (Compound 9*) (64 mg, 0.08 mmol) and to the milky coloured solution which was obtained at ambient temperature was bobbled hydrochloric acid gas for 10 minutes. The mixture was evaporated to dryness and the residue was co-evaporated with dichloromethane (5×5 ml) to afford the product as off-white solid. Yield 58 mg (97%). M+1=747.